describe an organic reaction: reactants, conditions, products, and yield From a dataset of the Open Reaction Database (ORD), a public repository of structured organic reaction records. The reactants are NCC1CCN(CC1)C1=C(C=NN1C)N (5-(4-(aminomethyl)piperidin-1-yl)-1-methyl-1H-pyrazol-4-amine), C(C)(C)(C)OC(=O)NC1=C(N=C(S1)C1CCC1)C(=O)O (5-(tert-butoxycarbonylamino)-2-cyclobutylthiazole-4-carboxylic acid). Product: NC1=C(N=C(S1)C1CCC1)C(=O)NC=1C=NN(C1N1CCC(CC1)CN)C (5-amino-N-(5-(4-(aminomethyl)piperidin-1-yl)-1-methyl-1H-pyrazol-4-yl)-2-cyclobutylthiazole-4-carboxamide). The yield is 37.0%. Reaction SMILES: [NH2:1][CH2:2][CH:3]1[CH2:8][CH2:7][N:6]([C:9]2[N:13]([CH3:14])[N:12]=[CH:11][C:10]=2[NH2:15])[CH2:5][CH2:4]1.C(OC([NH:23][C:24]1[S:28][C:27]([CH:29]2[CH2:32][CH2:31][CH2:30]2)=[N:26][C:25]=1[C:33](O)=[O:34])=O)(C)(C)C>>[NH2:23][C:24]1[S:28][C:27]([CH:29]2[CH2:32][CH2:31][CH2:30]2)=[N:26][C:25]=1[C:33]([NH:15][C:10]1[CH:11]=[N:12][N:13]([CH3:14])[C:9]=1[N:6]1[CH2:7][CH2:8][CH:3]([CH2:2][NH2:1])[CH2:4][CH2:5]1)=[O:34]. Procedure: Following the procedure for Example 304 starting with 5-(4-(aminomethyl)piperidin-1-yl)-1-methyl-1H-pyrazol-4-amine and 5-(tert-butoxycarbonylamino)-2-cyclobutylthiazole-4-carboxylic acid gave 305 as a white solid (44 mg, 37% over two steps). 1H NMR (400 MHz, d4-MeOD) δ 7.45 (s, 1H), 3.75-3.62 (m, 4H), 3.23-3.07 (m, 4H), 2.60 (d, J=6.5 Hz, 2H), 2.47-2.29 (m, 4H), 2.17-2.01 (m, 1H), 2.00-1.90 (m, 1H), 1.84 (d, J=12.5 Hz, 2H), 1.56-1.43 (m, 1H), 1.36 (qd, J=11.9, 4.4 Hz, 2H). LCMS (ES+) m/z 390 (M... Starting materials: C(CN)N (ethylenediamine), C(Cl)Cl (CH2Cl2), ClC1=CC(=NC=2N1N=C(C2C2=C(C=C(C=C2)OC)OC)C)C (7-chloro-2,5-dimethyl-3-(2,4-dimethoxyphenyl)-pyrazolo[1,5-a] pyrimidine), N (NH3). Solvent: CC#N (CH3CN), CO (MeOH). Yields the product NCCNC1=CC(=NC=2N1N=C(C2C2=C(C=C(C=C2)OC)OC)C)C (7-(2-aminoethylamino)-2,5-dimethyl-3-(2,4-dimethoxyphenyl)-pyrazolo[1,5-a] pyrimidine). As a reaction SMILES: Cl[C:2]1[N:7]2[N:8]=[C:9]([CH3:21])[C:10]([C:11]3[CH:16]=[CH:15][C:14]([O:17][CH3:18])=[CH:13][C:12]=3[O:19][CH3:20])=[C:6]2[N:5]=[C:4]([CH3:22])[CH:3]=1.[CH2:23]([NH2:26])[CH2:24][NH2:25].N.C(Cl)Cl>CC#N.CO>[NH2:25][CH2:24][CH2:23][NH:26][C:2]1[N:7]2[N:8]=[C:9]([CH3:21])[C:10]([C:11]3[CH:16]=[CH:15][C:14]([O:17][CH3:18])=[CH:13][C:12]=3[O:19][CH3:20])=[C:6]2[N:5]=[C:4]([CH3:22])[CH:3]=1. Procedure: Dissolve 7-chloro-2,5-dimethyl-3-(2,4-dimethoxyphenyl)-pyrazolo[1,5-a] pyrimidine in 25 mL CH3CN, then add excess ethylenediamine (5 mL) and heat to 80° C. for 3-6 h under N2 with attached reflux condenser. (TLC: [10% (2.0M NH3 in MeOH)/90% CH2Cl2] as eluent). Cool to ambient temperature and evaporate to yellow oil. Partition between CH2Cl2 (50 mL) and 1.0 N NaOH (50 mL), and extract aqueous layer 2×30 mL CH2Cl2. Pool organic layers, dry over Na2SO4, filter and evaporate to yellow-white foam. Us... Starting materials: Br, O=C(CC1CCOC1=O)c1ccccc1, CS(C)=O, [Na], C1CCOC1, c1ccc(P(c2ccccc2)c2ccccc2)cc1. RXN SMILES: [BrH:16].[C:1]([c:2]1[cH:3][cH:4][cH:5][cH:6][cH:7]1)(=[O:8])[CH2:9][CH:10]1[C:11](=[O:15])[O:12][CH2:13][CH2:14]1.[CH3:37][S:38]([CH3:39])=[O:40].[Na:36].[O:41]1[CH2:42][CH2:43][CH2:44][CH2:45]1.[c:17]1([P:18]([c:19]2[cH:20][cH:21][cH:22][cH:23][cH:24]2)[c:25]2[cH:26][cH:27][cH:28][cH:29][cH:30]2)[cH:31][cH:32][cH:33][cH:34][cH:35]1>>[C:1]1([c:2]2[cH:3][cH:4][cH:5][cH:6][cH:7]2)=[CH:13][CH2:14][CH:10]([C:11]([OH:12])=[O:15])[CH2:9]1. Product: O=C(O)C1CC=C(c2ccccc2)C1. Procedure: Using the method described in Example 8, 4-hydroxy-bicyclo[3.2.1]octane-1-carboxylic acid (Kraus, W., et al. Liebigs Ann. Chem., 1981, 10, 1826) (0.50 mmol, 0.085 g) was reacted with 5,6-diamino-1,3-dipropyl-1H-pyrimidine-2,4-dione hydrochloride (0.50 mmol, 0.132 g) to provide the desired product (0.081 g, 44%). Reaction SMILES: [OH:1][CH:2]1[CH:8]2[CH2:9][C:5]([C:10](O)=O)([CH2:6][CH2:7]2)[CH2:4][CH2:3]1.Cl.[NH2:14][C:15]1[C:16](=[O:29])[N:17]([CH2:26][CH2:27][CH3:28])[C:18](=[O:25])[N:19]([CH2:22][CH2:23][CH3:24])[C:20]=1[NH2:21]>>[OH:1][CH:2]1[CH:8]2[CH2:9][C:5]([C:10]3[NH:14][C:15]4[C:16](=[O:29])[N:17]([CH2:26][CH2:27][CH3:28])[C:18](=[O:25])[N:19]([CH2:22][CH2:23][CH3:24])[C:20]=4[N:21]=3)([CH2:6][CH2:7]2)[CH2:4][CH2:3]1 |f:1.2|. Product: OC1CCC2(CCC1C2)C2=NC=1N(C(N(C(C1N2)=O)CCC)=O)CCC (8-(4-Hydroxy-bicyclo[3.2.1]oct-1-yl)-1,3-dipropyl-3,7-dihydro-purine-2,6-dione). The reactants are OC1CCC2(CCC1C2)C(=O)O (4-hydroxy-bicyclo[3.2.1]octane-1-carboxylic acid), Cl.NC=1C(N(C(N(C1N)CCC)=O)CCC)=O (5,6-diamino-1,3-dipropyl-1H-pyrimidine-2,4-dione hydrochloride). Isolated yield 44.9%. Reactants: [Br-].FC(C1=C(C[P+](C2=CC=CC=C2)(C2=CC=CC=C2)C2=CC=CC=C2)C(=CC=C1)C(F)(F)F)(F)F (2,6-Bis(trifluoromethyl)benzyltriphenylphosphonium bromide), O=C1N(C(C2=CC=CC=C12)=O)CCCC=1C=C(C=O)C=CC1 (3-(3-(1,3-dioxoisoindolin-2-yl)propyl)benzaldehyde). Yields the product FC(C1=C(/C=C/C=2C=C(C=CC2)CCCN2C(C3=CC=CC=C3C2=O)=O)C(=CC=C1)C(F)(F)F)(F)F ((E)-2-(3-(3-(2,6-bis(trifluoromethyl)styryl)phenyl)propyl)isoindoline-1,3-dione). RXN SMILES: [Br-].[F:2][C:3]([F:35])([F:34])[C:4]1[CH:29]=[CH:28][CH:27]=[C:26]([C:30]([F:33])([F:32])[F:31])[C:5]=1[CH2:6][P+](C1C=CC=CC=1)(C1C=CC=CC=1)C1C=CC=CC=1.[O:36]=[C:37]1[C:45]2[C:40](=[CH:41][CH:42]=[CH:43][CH:44]=2)[C:39](=[O:46])[N:38]1[CH2:47][CH2:48][CH2:49][C:50]1[CH:51]=[C:52]([CH:55]=[CH:56][CH:57]=1)[CH:53]=O>>[F:35][C:3]([F:2])([F:34])[C:4]1[CH:29]=[CH:28][CH:27]=[C:26]([C:30]([F:31])([F:32])[F:33])[C:5]=1/[CH:6]=[CH:53]/[C:52]1[CH:51]=[C:50]([CH2:49][CH2:48][CH2:47][N:38]2[C:39](=[O:46])[C:40]3[C:45](=[CH:44][CH:43]=[CH:42][CH:41]=3)[C:37]2=[O:36])[CH:57]=[CH:56][CH:55]=1 |f:0.1|. Procedure details: 2,6-Bis(trifluoromethyl)benzyltriphenylphosphonium bromide was coupled with phthalimide 29 following the method used in Example 46. Purification by flash chromatography (30% diethyl ether-hexanes) gave (E)-2-(3-(3-(2,6-bis(trifluoromethyl)styryl)phenyl)propyl)isoindoline-1,3-dione as an oil. Yield (0.227 g, 62%): 1H NMR (400 MHz, DMSO-d6) δ 8.09 (d, J=8.0 Hz, 2H), 7.78-7.84 (m, 4H), 7.75 (t, J=7.6 Hz, 1H), 7.28-7.38 (m, 3H), 7.27 (t, J=7.6 Hz, 1H), 7.19 (d, J=7.2 Hz, 1H), 6.57 (d, J=16.8 Hz, 1H)... Reactants: BrCc1ccc(Br)cc1, CC1(C)OCc2cc(C3CN(CCCCCCOCCO)C(=O)O3)ccc2O1, [H-], [Na+], O=P([O-])([O-])[O-], CN(C)C=O, O. Product: CC1(C)OCc2cc(C3CN(CCCCCCOCCOCc4ccc(Br)cc4)C(=O)O3)ccc2O1. RXN SMILES: [Br:31][c:32]1[cH:33][cH:34][c:35]([CH2:36][Br:37])[cH:38][cH:39]1.[CH3:1][C:2]1([CH3:28])[O:3][CH2:4][c:5]2[c:6]([cH:8][cH:9][c:10]([CH:12]3[CH2:13][N:14]([CH2:18][CH2:19][CH2:20][CH2:21][CH2:22][CH2:23][O:24][CH2:25][CH2:26][OH:27])[C:15](=[O:17])[O:16]3)[cH:11]2)[O:7]1.[H-:29].[Na+:30].[O-:40][P:41](=[O:42])([O-:43])[O-:44].[O:45]=[CH:46][N:47]([CH3:48])[CH3:49].[OH2:50]>>[CH3:1][C:2]1([CH3:28])[O:3][CH2:4][c:5]2[c:6]([cH:8][cH:9][c:10]([CH:12]3[CH2:13][N:14]([CH2:18][CH2:19][CH2:20][CH2:21][CH2:22][CH2:23][O:24][CH2:25][CH2:26][O:27][CH2:36][c:35]4[cH:34][cH:33][c:32]([Br:31])[cH:39][cH:38]4)[C:15](=[O:17])[O:16]3)[cH:11]2)[O:7]1. Reactants: C1(CC1)C1(C2=C(C(=CC3=C1C=CC=C3)N3CCCCC3)C=CC=C2)O (5-Cyclopropyl-10-piperidin-1-yl-5H-dibenzo[a,d]cyclohepten-5-ol), C(C)(=O)O (acetic acid), Br (HBr). Solvent: C(C)#N (acetonitrile). Conditions: temperature 100 celsius, time 18 hour. Yields the product BrCCC=C1C2=C(C(CC3=C1C=CC=C3)=O)C=CC=C2 (5-(3-Bromo-propylidene)-5,11-dihydro-dibenzo[a,d]cyclohepten-10-one). RXN SMILES: [CH:1]1([C:4]2(O)[C:10]3[CH:11]=[CH:12][CH:13]=[CH:14][C:9]=3C=C(N3CCCCC3)[C:6]3[CH:21]=[CH:22][CH:23]=[CH:24][C:5]2=3)[CH2:3][CH2:2]1.[BrH:26].[C:27]([OH:30])(=O)[CH3:28]>C(#N)C>[Br:26][CH2:3][CH2:2][CH:1]=[C:4]1[C:10]2[CH:11]=[CH:12][CH:13]=[CH:14][C:9]=2[CH2:28][C:27](=[O:30])[C:6]2[CH:21]=[CH:22][CH:23]=[CH:24][C:5]1=2. Procedure: 5-Cyclopropyl-10-piperidin-1-yl-5H-dibenzo[a,d]cyclohepten-5-ol (5) (69 mmol, 1.00 equiv.) was dissolved in 100 mL acetic acid, then 48% aqueous HBr (100 mL) was added and the resulting mixture was heated in a 100° C. oil bath. LC/MS analysis after 18 hours showed that the starting material was consumed. The mixture was diluted with H2O (100 mL) then extracted in a separatory funnel with ethyl ether (3×100 mL). The aqueous phase was discarded, after which the combined organic phases were washed ...